This data is from the Open Reaction Database (ORD), a public repository of structured organic reaction records. The task is: describe an organic reaction: reactants, conditions, products, and yield Reactants: CCOC(=O)Cl, CCOCC, [K+], [OH-], OCC(F)(F)F. The product is CCOC(=O)OCC(F)(F)F. Reaction SMILES: [C:7]([O:8][CH2:9][CH3:10])(=[O:11])[Cl:12].[CH3:15][CH2:16][O:17][CH2:18][CH3:19].[K+:14].[OH-:13].[OH:1][CH2:2][C:3]([F:4])([F:5])[F:6]>>[O:1]([CH2:2][C:3]([F:4])([F:5])[F:6])[C:7]([O:8][CH2:9][CH3:10])=[O:11]. Reactants: CC(=O)O, CC(C)=O, CO, NCC(C(=O)Nc1ccc2cnccc2c1)c1ccccc1. Product: CC(C)NCC(C(=O)Nc1ccc2cnccc2c1)c1ccccc1. As a reaction SMILES: [C:29]([OH:30])(=[O:31])[CH3:32].[CH3:23][C:24]([CH3:25])=[O:26].[CH3:27][OH:28].[NH2:1][CH2:2][CH:3]([C:4](=[O:5])[NH:6][c:7]1[cH:8][c:9]2[cH:10][cH:11][n:12][cH:13][c:14]2[cH:15][cH:16]1)[c:17]1[cH:18][cH:19][cH:20][cH:21][cH:22]1>>[NH:1]([CH2:2][CH:3]([C:4](=[O:5])[NH:6][c:7]1[cH:8][c:9]2[cH:10][cH:11][n:12][cH:13][c:14]2[cH:15][cH:16]1)[c:17]1[cH:18][cH:19][cH:20][cH:21][cH:22]1)[CH:24]([CH3:23])[CH3:25]. The reactants are ON=C(C)C=1N=C(SC1)C1CCN(CC1)C(CN1N=C(C=C1C)C(F)(F)F)=O (1-[4-[4-[1-(hydroxyimino)ethyl)-2-thiazolyl]-1-piperidinyl]-2-[5-methyl-3-(trifluoromethyl)-1H-pyrazol-1-yl]ethanone), ON=C(C)C=1N=C(SC1)C1CCN(CC1)C(CN1N=C(C=C1C)C(F)(F)F)=O (1-[4-[4-[1-(hydroxyimino)ethyl)-2-thiazolyl]-1-piperidinyl]-2-[5-methyl-3-(trifluoromethyl)-1H-pyrazol-1-yl]ethanone), BrCCC1=CC=CC=C1 ((2-bromoethyl)benzene), C([O-])([O-])=O.[Cs+].[Cs+] (cesium carbonate), C(C)#N (acetonitrile). Run in ClCCl (dichloromethane). Run at temperature 60 celsius. The product is CC1=CC(=NN1CC(=O)N1CCC(CC1)C=1SC=C(N1)C(C)=NOCCCCC1=CC=CC=C1)C(F)(F)F (2-[5-methyl-3-(trifluoromethyl)-1H-pyrazol-1-yl]-1-[4-[4-[-1-[(2-phenethylethoxy)imino]ethyl]-2-thiazolyl]-1-piperidinyl]ethanone). RXN SMILES: [OH:1][N:2]=[C:3]([C:5]1[N:6]=[C:7]([CH:10]2[CH2:15][CH2:14][N:13]([C:16](=[O:28])[CH2:17][N:18]3[C:22]([CH3:23])=[CH:21][C:20]([C:24]([F:27])([F:26])[F:25])=[N:19]3)[CH2:12][CH2:11]2)[S:8][CH:9]=1)[CH3:4].Br[CH2:30][CH2:31][C:32]1[CH:37]=[CH:36][CH:35]=[CH:34][CH:33]=1.C(=O)([O-])[O-].[Cs+].[Cs+].[C:44](#N)[CH3:45]>ClCCl>[CH3:23][C:22]1[N:18]([CH2:17][C:16]([N:13]2[CH2:14][CH2:15][CH:10]([C:7]3[S:8][CH:9]=[C:5]([C:3](=[N:2][O:1][CH2:44][CH2:45][CH2:30][CH2:31][C:32]4[CH:37]=[CH:36][CH:35]=[CH:34][CH:33]=4)[CH3:4])[N:6]=3)[CH2:11][CH2:12]2)=[O:28])[N:19]=[C:20]([C:24]([F:27])([F:26])[F:25])[CH:21]=1 |f:2.3.4|. Procedure details: A mixture of 1-[4-[4-[1-(hydroxyimino)ethyl)-2-thiazolyl]-1-piperidinyl]-2-[5-methyl-3-(trifluoromethyl)-1H-pyrazol-1-yl]ethanone (0.5 g, 1.2 mmol) (i.e. the product of Example 1, Step E), (2-bromoethyl)benzene (0.277 g, 1.5 mmol), and cesium carbonate (0.487 g, 1.5 mmol) in acetonitrile (6 mL) was heated at 60° C. overnight, diluted with dichloromethane, and filtered through a fritted SPE tube (Varian® bond elute reservoir). The reaction was concentrated under reduced pressure and the resulting... The reactants are ClC1=NC=CC=C1OCCOC1=CC=CC=C1 (2-Chloro-3-(2-phenoxyethoxy)pyridine), O.O.O.O.O.O.N1CCNCC1 (piperazine hexahydrate). The solvent is O (water). Reaction conditions: temperature 165 celsius. The product is Cl.Cl.O(C1=CC=CC=C1)CCOC=1C(=NC=CC1)N1CCNCC1 (1-[3-(2-Phenoxyethoxy)-2-pyridinyl]piperazine, Dihydrochloride). Reaction SMILES: [Cl:1][C:2]1[C:7]([O:8][CH2:9][CH2:10][O:11][C:12]2[CH:17]=[CH:16][CH:15]=[CH:14][CH:13]=2)=[CH:6][CH:5]=[CH:4][N:3]=1.O.O.O.O.O.O.[NH:24]1[CH2:29][CH2:28][NH:27][CH2:26][CH2:25]1>O>[ClH:1].[ClH:1].[O:11]([CH2:10][CH2:9][O:8][C:7]1[C:2]([N:24]2[CH2:29][CH2:28][NH:27][CH2:26][CH2:25]2)=[N:3][CH:4]=[CH:5][CH:6]=1)[C:12]1[CH:17]=[CH:16][CH:15]=[CH:14][CH:13]=1 |f:1.2.3.4.5.6.7,9.10.11|. Reported procedure: A mixture of the product from Step 1 above (0.84 g, 3.1 mmol) and piperazine hexahydrate (5.3 g, 27.3 mmol) was heated in a sealed tube at 165° C. for 1 h. After cooling, the mixture was diluted with water (100 mL) and extracted twice with EtOAc. The combined and dried (MgSO4) organic phases were concentrated in vacuo and the residue was purified by chromatography on silica gel using CHCl3/MeOH/NH4OH (90.10-0 4) as eluent to give the free base of the title compound. The free base was treated wit... Reactants: C[S-].[Na+] (Sodium methanethiolate), ClCC1=CC(=CC(=C1)[N+](=O)[O-])F (1-(chloromethyl)-3-fluoro-5-nitrobenzene), C[S-].[Na+] (sodium methanethiolate). Solvent: [Cl-].[Na+].O (brine), C(C)O (ethanol). Conditions: time 18 hour. Yields the product FC1=CC(=CC(=C1)[N+](=O)[O-])CSC (1-Fluoro-3-[(methylsulfanyl)methyl]-5-nitrobenzene). The yield is 106.9%. Reaction SMILES: [CH3:1][S-:2].[Na+].Cl[CH2:5][C:6]1[CH:11]=[C:10]([N+:12]([O-:14])=[O:13])[CH:9]=[C:8]([F:15])[CH:7]=1>C(O)C.[Cl-].[Na+].O>[F:15][C:8]1[CH:9]=[C:10]([N+:12]([O-:14])=[O:13])[CH:11]=[C:6]([CH2:5][S:2][CH3:1])[CH:7]=1 |f:0.1,4.5.6|. Procedure details: Sodium methanethiolate (1.22 g; 17.4 mmol) was added in three portions to a stirred solution of 1-(chloromethyl)-3-fluoro-5-nitrobenzene (3.00 g; 15.8 mmol, HE Chemical) in ethanol (33 mL) at 0° C. The ice bath was removed and the batch was stirred at room temperature for 18 hours. Further sodium methanethiolate (0.33 g; 4.7 mmol) was added and the batch was stirred for 5 additional hours at room temperature. The batch was diluted with brine and extracted with ethyl acetate (2×). The combined or... The reactants are ClCCl, O=C(O)C(F)(F)F, CC(C)(C)OC(=O)c1ccc(-c2ccccc2)cc1NC(=O)c1cc(-c2ccccc2)ccc1O. The product is O=C(Nc1cc(-c2ccccc2)ccc1C(=O)O)c1cc(-c2ccccc2)ccc1O. As a reaction SMILES: [CH2:43]([Cl:44])[Cl:45].[OH:1][C:2]([C:3]([F:4])([F:5])[F:6])=[O:7].[OH:8][c:9]1[c:10]([C:11](=[O:12])[NH:13][c:14]2[c:15]([C:16](=[O:17])[O:18][C:19]([CH3:20])([CH3:21])[CH3:22])[cH:23][cH:24][c:25](-[c:27]3[cH:28][cH:29][cH:30][cH:31][cH:32]3)[cH:26]2)[cH:33][c:34](-[c:37]2[cH:38][cH:39][cH:40][cH:41][cH:42]2)[cH:35][cH:36]1>>[OH:8][c:9]1[c:10]([C:11](=[O:12])[NH:13][c:14]2[c:15]([C:16](=[O:17])[OH:18])[cH:23][cH:24][c:25](-[c:27]3[cH:28][cH:29][cH:30][cH:31][cH:32]3)[cH:26]2)[cH:33][c:34](-[c:37]2[cH:38][cH:39][cH:40][cH:41][cH:42]2)[cH:35][cH:36]1. RXN SMILES: [B:31]([Br:32])([Br:33])[Br:34].[Br:1][c:2]1[cH:3][cH:4][c:5]([CH2:6][c:7]2[s:8][c:9]([CH3:28])[c:10]([CH3:27])[c:11]2[C:12](=[O:13])[c:14]2[cH:15][c:16]([CH:22]3[CH2:23][CH2:24][CH2:25][CH2:26]3)[c:17]([O:20][CH3:21])[cH:18][cH:19]2)[cH:29][cH:30]1.[Cl:35][CH2:36][Cl:37].[Cl:38][CH2:39][Cl:40]>>[Br:1][c:2]1[cH:3][cH:4][c:5]([CH2:6][c:7]2[s:8][c:9]([CH3:28])[c:10]([CH3:27])[c:11]2[C:12](=[O:13])[c:14]2[cH:15][c:16]([CH:22]3[CH2:23][CH2:24][CH2:25][CH2:26]3)[c:17]([OH:20])[cH:18][cH:19]2)[cH:29][cH:30]1. The reactants are BrB(Br)Br, COc1ccc(C(=O)c2c(Cc3ccc(Br)cc3)sc(C)c2C)cc1C1CCCC1, ClCCl, ClCCl. The product is Cc1sc(Cc2ccc(Br)cc2)c(C(=O)c2ccc(O)c(C3CCCC3)c2)c1C. Starting materials: C1(=CC=C(C=C1)C=O)C=O (benzene-1,4-dicarboxaldehyde), O (water), S(O)(O)(=O)=O (sulfuric acid), S(O)(O)(=O)=O (sulfuric acid), CC1=NC(=NC(=N1)N)N (6-methyl-[1,3,5]triazine-2,4-diamine). Solvent: CO (methanol). Conditions: temperature 80 celsius. Product: NC1=NC(=NC(=N1)N)C=CC1=CC=C(C=O)C=C1 (4-[2-(4,6-diamino-[1,3,5]triazin-2-yl)-vinyl]-benzaldehyde). The yield is 41.0%. RXN SMILES: [C:1]1([CH:9]=O)[CH:6]=[CH:5][C:4]([CH:7]=[O:8])=[CH:3][CH:2]=1.S(=O)(=O)(O)O.O.[CH3:17][C:18]1[N:23]=[C:22]([NH2:24])[N:21]=[C:20]([NH2:25])[N:19]=1>CO>[NH2:25][C:20]1[N:21]=[C:22]([NH2:24])[N:23]=[C:18]([CH:17]=[CH:9][C:1]2[CH:2]=[CH:3][C:4]([CH:7]=[O:8])=[CH:5][CH:6]=2)[N:19]=1. Procedure: To 107.2 g (800 mmol) of benzene-1,4-dicarboxaldehyde suspended in 450 mL methanol was added with stirring 294.0 g of 31% aqueous sulfuric acid (50 mL of concentrated sulfuric acid was added slowly to 200 mL of water while stirring). The solid dissolved and a yellow solution was obtained. The solution was heated to 80° C. with an oil bath, and 25.0 g (200 mmol) 6-methyl-[1,3,5]triazine-2,4-diamine powder was added. The solution was stirred at 80° C. for 8 h then cooled to room temperature. Next,... Starting materials: C(C)(=O)OC1=C(C(=O)Cl)C=C(C=C1)OC (2-acetoxy-5-methoxy benzoyl-chloride), C(CC#N)#N (malononitrile). Yields the product NC=1OC2=C(C(C1C#N)=O)C=C(C=C2)OC (2-amino-4-oxo-6-methoxy-4H-1-benzopyran-3-carbonitrile). Reaction SMILES: C([O:4][C:5]1[CH:13]=[CH:12][C:11]([O:14][CH3:15])=[CH:10][C:6]=1[C:7](Cl)=[O:8])(=O)C.[C:16](#[N:20])[CH2:17][C:18]#[N:19]>>[NH2:19][C:18]1[O:4][C:5]2[CH:13]=[CH:12][C:11]([O:14][CH3:15])=[CH:10][C:6]=2[C:7](=[O:8])[C:17]=1[C:16]#[N:20]. Procedure: In the same way as described in Example 3, 2-acetoxy-5-methoxy benzoyl-chloride and malononitrile are reacted to give crystals, mp 320°C after recrystallization from methanol.